From a dataset of the Open Reaction Database (ORD), a public repository of structured organic reaction records. describe an organic reaction: reactants, conditions, products, and yield Starting materials: N1C=C(C2=CC=CC=C12)CC1(CC(=NO1)C(=O)O)C(=O)O (5-(RS)-(3-indolylmethyl)-4,5-dihydroisoxazole-3,5-dicarboxylic acid). The reagents and catalysts are [Rh] (rhodium). Run in N (ammonia). Yields the product C1=CC=C2C(=C1)C(=CN2)C[C@](C[C@@H](C(=O)O)N)(C(=O)O)O (monatin). Yield: 87.8%. Reaction SMILES: [NH:1]1[C:9]2[C:4](=[CH:5][CH:6]=[CH:7][CH:8]=2)[C:3]([CH2:10][C:11]2([C:19]([OH:21])=[O:20])[O:15][N:14]=[C:13]([C:16]([OH:18])=[O:17])[CH2:12]2)=[CH:2]1>N.[Rh]>[CH:6]1[CH:5]=[C:4]2[C:3]([CH2:10][C@@:11]([OH:15])([C:19]([OH:21])=[O:20])[CH2:12][C@H:13]([NH2:14])[C:16]([OH:18])=[O:17])=[CH:2][NH:1][C:9]2=[CH:8][CH:7]=1. Reported procedure: 380 mg (1.31 mmols) of 5-(RS)-(3-indolylmethyl)-4,5-dihydroisoxazole-3,5-dicarboxylic acid was dissolved in 8 ml of 28% aqueous ammonia solution, 200 mg of a 5% rhodium-active carbon catalyst was added thereto, and catalytic hydrogenation was conducted under a hydrogen pressure of 1 MPa for 16 hours. The catalyst was removed by filtration, and the filtrate was freeze-dried to obtain 336 mg of monatin and a small amount of DL-alanine as a by-product.